The task is: describe an organic reaction: reactants, conditions, products, and yield. This data is from the Open Reaction Database (ORD), a public repository of structured organic reaction records. Reactants: O=C([O-])[O-], CO, O=C(O)C=Cc1cccc(F)c1, [Na+], [Na+], O=S(=O)(O)O. Product: COC(=O)C=Cc1cccc(F)c1. As a reaction SMILES: [C:18](=[O:19])([O-:20])[O-:21].[CH3:24][OH:25].[F:1][c:2]1[cH:3][c:4]([CH:8]=[CH:9][C:10](=[O:11])[OH:12])[cH:5][cH:6][cH:7]1.[Na+:22].[Na+:23].[S:13](=[O:14])(=[O:15])([OH:16])[OH:17]>>[F:1][c:2]1[cH:3][c:4]([CH:8]=[CH:9][C:10](=[O:11])[O:12][CH3:18])[cH:5][cH:6][cH:7]1.